Task: describe an organic reaction: reactants, conditions, products, and yield. Dataset: the Open Reaction Database (ORD), a public repository of structured organic reaction records Reactants: [OH-].[Na+] (sodium hydroxide), Cl.NCCS (cysteamine hydrochloride), C(#N)N(C(SC)=N)C (N-cyano-N,S-dimethylisothiourea), C(C)O (ethanol). The solvent is O (water), O (water). The product is C(#N)NC(=NCCS)NC (N-cyano-N'-methyl-N"-(2-mercaptoethyl)guanidine). As a reaction SMILES: Cl.[NH2:2][CH2:3][CH2:4][SH:5].[C:6]([N:8](C)[C:9](=[NH:12])SC)#[N:7].[OH-].[Na+].[CH2:16](O)C>O>[C:6]([NH:8][C:9]([NH:12][CH3:16])=[N:2][CH2:3][CH2:4][SH:5])#[N:7] |f:0.1,3.4|. Procedure details: A solution of cysteamine hydrochloride (5.68 g) in water (20 ml) was added to a suspension of N-cyano-N,S-dimethylisothiourea (6.46 g) in ethanol (100 ml). A solution of sodium hydroxide (4.0 g) in water (20 ml) was added to the mixture and the suspension was heated under reflux for one hour. The resulting clear solution was concentrated to remove ethanol, a little more water was added and the alkaline aqueous solution was extracted with ethyl acetate. The aqueous solution was adjusted to pH4 wi... Reactants: [BH3-]C#N, CCc1c(C=O)cccc1-c1cnc(-c2ccc(CC(C)C)c(C#N)c2)s1, C=O, CCO, CC(=O)O, O=C(O)C1CNC1, [Na+]. The product is CCc1c(CN2CC(C(=O)O)C2)cccc1-c1cnc(-c2ccc(CC(C)C)c(C#N)c2)s1. RXN SMILES: [C:35]([BH3-:36])#[N:37].[CH2:1]([CH3:2])[c:3]1[c:4](-[c:11]2[cH:12][n:13][c:14](-[c:16]3[cH:17][cH:18][c:19]([CH2:24][CH:25]([CH3:26])[CH3:27])[c:20]([C:21]#[N:22])[cH:23]3)[s:15]2)[cH:5][cH:6][cH:7][c:8]1[CH:9]=[O:10].[CH2:39]=[O:40].[CH3:41][CH2:42][OH:43].[CH3:44][C:45](=[O:46])[OH:47].[NH:28]1[CH2:29][CH:30]([C:32](=[O:33])[OH:34])[CH2:31]1.[Na+:38]>>[CH2:1]([CH3:2])[c:3]1[c:4](-[c:11]2[cH:12][n:13][c:14](-[c:16]3[cH:17][cH:18][c:19]([CH2:24][CH:25]([CH3:26])[CH3:27])[c:20]([C:21]#[N:22])[cH:23]3)[s:15]2)[cH:5][cH:6][cH:7][c:8]1[CH2:9][N:28]1[CH2:29][CH:30]([C:32](=[O:33])[OH:34])[CH2:31]1. The reactants are I.CNC(SC)=N (N,S-dimethyl-isothiourea hydroiodide), C(C)(C)N(C(=O)Cl)C(=O)Cl (N-isopropyl-bis-(chlorocarbonyl)-amine). Product: C(C)(C)N1C(N(C(NC1=O)SC)C)=O (1-isopropyl-3-methyl-4-methylmercapto-tetrahydro-1,3,5-triazine-2,6-dione). As a reaction SMILES: I.[CH3:2][NH:3][C:4](=[NH:7])[S:5][CH3:6].[CH:8]([N:11]([C:15](Cl)=[O:16])[C:12](Cl)=[O:13])([CH3:10])[CH3:9]>>[CH:8]([N:11]1[C:15](=[O:16])[NH:7][CH:4]([S:5][CH3:6])[N:3]([CH3:2])[C:12]1=[O:13])([CH3:10])[CH3:9] |f:0.1|. Reported procedure: Analogously to Example 24, N,S-dimethyl-isothiourea hydroiodide and N-isopropyl-bis-(chlorocarbonyl)-amine (prepared analogously to Synthesis 1970, pages 542-543; boiling point 66-67° C/12 mm Hg yielded 1-isopropyl-3-methyl-4-methylmercapto-tetrahydro-1,3,5-triazine-2,6-dione as a colorless powder of melting point 73°-75° C. Starting materials: OC1C2=C(OCC3=C1C=CC(=C3)C3=NN=NN3)C=CC(=C2)OCC2=NC3=CC=CC=C3C=C2 (11-Hydroxy-2-(quinolin-2-yl)methoxy-8-(tetrazol-5-yl)-6,11-dihydrodibenz[b,e]oxepine), SCCC(=O)O (3-mercaptopropionic acid). The product is C(=O)(O)CCSC1C2=C(OCC3=C1C=CC(=C3)C3=NN=NN3)C=CC(=C2)OCC2=NC3=CC=CC=C3C=C2 (11-(2-Carboxyethylthio)-2-(quinolin-2-yl)methoxy-8-(tetrazol-5-yl)-6,11-dihydrodibenz[b,e]oxepine). Reaction SMILES: O[CH:2]1[C:8]2[CH:9]=[CH:10][C:11]([C:13]3[NH:17][N:16]=[N:15][N:14]=3)=[CH:12][C:7]=2[CH2:6][O:5][C:4]2[CH:18]=[CH:19][C:20]([O:22][CH2:23][C:24]3[CH:33]=[CH:32][C:31]4[C:26](=[CH:27][CH:28]=[CH:29][CH:30]=4)[N:25]=3)=[CH:21][C:3]1=2.[SH:34][CH2:35][CH2:36][C:37]([OH:39])=[O:38]>>[C:37]([CH2:36][CH2:35][S:34][CH:2]1[C:8]2[CH:9]=[CH:10][C:11]([C:13]3[NH:17][N:16]=[N:15][N:14]=3)=[CH:12][C:7]=2[CH2:6][O:5][C:4]2[CH:18]=[CH:19][C:20]([O:22][CH2:23][C:24]3[CH:33]=[CH:32][C:31]4[C:26](=[CH:27][CH:28]=[CH:29][CH:30]=4)[N:25]=3)=[CH:21][C:3]1=2)([OH:39])=[O:38]. Procedure details: 11-Hydroxy-2-(quinolin-2-yl)methoxy-8-(tetrazol-5-yl)-6,11-dihydrodibenz[b,e]oxepine and 3-mercaptopropionic acid were used and reacted in the same manner as in Example 1 to obtain the title compound. The reactants are [F-].C(CCC)[N+](CCCC)(CCCC)CCCC (Tetrabutylammonium fluoride), ClC1=CC(=C(C=C1)C(O)C=1SC=C(N1)[Si](C)(C)C)OC ((4-chloro-2-methoxyphenyl)[4-(trimethylsilyl)-1,3-thiazol-2-yl]methanol). The solvent is C1CCOC1 (THF). Run at time 1 hour. Yields the product ClC1=CC(=C(C=C1)C(O)C=1SC=CN1)OC ((4-chloro-2-methoxyphenyl)(1,3-thiazol-2-yl)methanol). Isolated yield 87.6%. As a reaction SMILES: [F-].C([N+](CCCC)(CCCC)CCCC)CCC.[Cl:19][C:20]1[CH:25]=[CH:24][C:23]([CH:26]([C:28]2[S:29][CH:30]=[C:31]([Si](C)(C)C)[N:32]=2)[OH:27])=[C:22]([O:37][CH3:38])[CH:21]=1>C1COCC1>[Cl:19][C:20]1[CH:25]=[CH:24][C:23]([CH:26]([C:28]2[S:29][CH:30]=[CH:31][N:32]=2)[OH:27])=[C:22]([O:37][CH3:38])[CH:21]=1 |f:0.1|. Procedure: Tetrabutylammonium fluoride (0.58 mL, IM solution in THF) was added to a solution of Example 685A (96 mg, 0.29 mmol) in THF (2 mL). The resulting solution was stirred at room temperature for 1 hour. The reaction was partitioned between ethyl acetate and water. The organic layer was washed with brine, dried (MgSO4), filtered, and concentrated under vacuum. The residue was purified by preparative HPLC to provide 65 mg (88%) of the title compound. MS (ESI) m/e 256 (M+H)+.